Dataset: the Open Reaction Database (ORD), a public repository of structured organic reaction records. Task: describe an organic reaction: reactants, conditions, products, and yield Reactants: CC(C)(C)OC(=O)N1CCNC(C(=O)O)C1, C=O, CC#N, [Na+], O=C([O-])O. The product is CN1CCN(C(=O)OC(C)(C)C)CC1C(=O)O. Reaction SMILES: [C:1]([CH3:2])([CH3:3])([CH3:4])[O:5][C:6](=[O:7])[N:8]1[CH2:9][CH:10]([C:14](=[O:15])[OH:16])[NH:11][CH2:12][CH2:13]1.[CH2:17]=[O:18].[CH3:24][C:25]#[N:26].[Na+:23].[O-:19][C:20]([OH:21])=[O:22]>>[C:1]([CH3:2])([CH3:3])([CH3:4])[O:5][C:6](=[O:7])[N:8]1[CH2:9][CH:10]([C:14](=[O:15])[OH:16])[N:11]([CH3:20])[CH2:12][CH2:13]1. The reactants are CCN=C=NCCCN(C)C, CN(C)C=O, O=C(O)CCc1conc1-c1ccc(Cl)cc1, Cl, NCc1cccc(C(F)(F)F)c1, O, O, On1nnc2ccccc21. Yields the product O=C(CCc1conc1-c1ccc(Cl)cc1)NCc1cccc(C(F)(F)F)c1. RXN SMILES: [CH2:42]([N:43]=[C:44]=[N:45][CH2:46][CH2:47][CH2:48][N:49]([CH3:50])[CH3:51])[CH3:52].[CH3:54][N:55]([CH3:56])[CH:57]=[O:58].[Cl:13][c:14]1[cH:15][cH:16][c:17](-[c:20]2[n:21][o:22][cH:23][c:24]2[CH2:25][CH2:26][C:27](=[O:28])[OH:29])[cH:18][cH:19]1.[ClH:41].[F:1][C:2]([c:3]1[cH:4][c:5]([CH2:6][NH2:7])[cH:8][cH:9][cH:10]1)([F:11])[F:12].[OH2:30].[OH2:53].[OH:31][n:32]1[c:33]2[cH:34][cH:35][cH:36][cH:37][c:38]2[n:39][n:40]1>>[F:1][C:2]([c:3]1[cH:4][c:5]([CH2:6][NH:7][C:27]([CH2:26][CH2:25][c:24]2[c:20](-[c:17]3[cH:16][cH:15][c:14]([Cl:13])[cH:19][cH:18]3)[n:21][o:22][cH:23]2)=[O:28])[cH:8][cH:9][cH:10]1)([F:11])[F:12]. The reactants are C(C)OC(=O)C=1NC2=C(C=CC=C2C1CCCO)C1=C(C=C(C=C1)C(=O)OC)C (3-(3-hydroxypropyl)-7-(4-methoxycarbonyl-2-methyl-phenyl)-1H-indole-2-carboxylic acid ethyl ester), C=1(C(=CC=CC1)S(=O)(=O)Cl)C (toluene-2-sulfonyl chloride), ClCCl (dichloromethane). Reagents/catalysts: CN(C)C=1C=CN=CC1 (DMAP). Run in C(C)(=O)OCC (ethyl acetate). Conditions: time 8 hour. Yields the product C(C)OC(=O)C=1NC2=C(C=CC=C2C1CCCOS(=O)(=O)C1=CC=C(C=C1)C)C1=C(C=C(C=C1)C(=O)OC)C (7-(4-methoxycarbonyl-2-methyl-phenyl)-3-(3-(toluene-4-sulfonyloxy)-propyl)-1H-indole-2-carboxylic acid ethyl ester). Reaction SMILES: [CH2:1]([O:3][C:4]([C:6]1[NH:7][C:8]2[C:13]([C:14]=1[CH2:15][CH2:16][CH2:17][OH:18])=[CH:12][CH:11]=[CH:10][C:9]=2[C:19]1[CH:24]=[CH:23][C:22]([C:25]([O:27][CH3:28])=[O:26])=[CH:21][C:20]=1[CH3:29])=[O:5])[CH3:2].[C:30]1(C)[C:31]([S:36](Cl)(=[O:38])=[O:37])=[CH:32][CH:33]=[CH:34][CH:35]=1.Cl[CH2:42]Cl>CN(C1C=CN=CC=1)C.C(OCC)(=O)C>[CH2:1]([O:3][C:4]([C:6]1[NH:7][C:8]2[C:13]([C:14]=1[CH2:15][CH2:16][CH2:17][O:18][S:36]([C:31]1[CH:30]=[CH:35][C:34]([CH3:42])=[CH:33][CH:32]=1)(=[O:37])=[O:38])=[CH:12][CH:11]=[CH:10][C:9]=2[C:19]1[CH:24]=[CH:23][C:22]([C:25]([O:27][CH3:28])=[O:26])=[CH:21][C:20]=1[CH3:29])=[O:5])[CH3:2]. Procedure details: To a mixture of EXAMPLE 127B (2.0 g), toluene-2-sulfonyl chloride (1.16 g) in dichloromethane (30 mL) was added DMAP (0.305 g). The mixture was stirred at room temperature overnight. The mixture was diluted with ethyl acetate (300 mL) and washed with saturated aqueous sodium bicarbonate mixture, 3% aqueous HCl, water and brine. After drying over Na2SO4 and filtering, the mixture was concentrated. Starting materials: COC(C1=C(C=C(C=C1)OCCCON)O)=O (4-(3-aminooxy-propoxy)-2-hydroxy-benzoic acid methyl ester), C(C1=CC=CC=C1)N1C(=CC2=CC=CC=C12)C=O (1-benzyl-1H-indole-2-carbaldehyde), S(=O)(=O)([O-])[O-].[Mg+2] (magnesium sulfate). Run in C(Cl)Cl (methylene chloride). Run at time 8 hour. The product is COC(C1=C(C=C(C=C1)OCCCO/N=C/C=1N(C2=CC=CC=C2C1)CC1=CC=CC=C1)O)=O (4-[3-({[(1E)-(1-benzyl-1H-indol-2-yl)methylidene]amino}oxy)propoxy]-2-hydroxybenzoic acid methyl ester). Isolated yield 34.8%. As a reaction SMILES: [CH3:1][O:2][C:3](=[O:17])[C:4]1[CH:9]=[CH:8][C:7]([O:10][CH2:11][CH2:12][CH2:13][O:14][NH2:15])=[CH:6][C:5]=1[OH:16].[CH2:18]([N:25]1[C:33]2[C:28](=[CH:29][CH:30]=[CH:31][CH:32]=2)[CH:27]=[C:26]1[CH:34]=O)[C:19]1[CH:24]=[CH:23][CH:22]=[CH:21][CH:20]=1.S([O-])([O-])(=O)=O.[Mg+2]>C(Cl)Cl>[CH3:1][O:2][C:3](=[O:17])[C:4]1[CH:9]=[CH:8][C:7]([O:10][CH2:11][CH2:12][CH2:13][O:14]/[N:15]=[CH:34]/[C:26]2[N:25]([CH2:18][C:19]3[CH:24]=[CH:23][CH:22]=[CH:21][CH:20]=3)[C:33]3[C:28]([CH:27]=2)=[CH:29][CH:30]=[CH:31][CH:32]=3)=[CH:6][C:5]=1[OH:16] |f:2.3|. Procedure details: To a solution of 4-(3-aminooxy-propoxy)-2-hydroxy-benzoic acid methyl ester (0.17 g, 0.69 mmol) and 1-benzyl-1H-indole-2-carbaldehyde (0.16 g, 0.69 mmol) in methylene chloride (10 mL) was added anhydrous magnesium sulfate (0.04 g). The mixture was allowed to stir at ambient temperature overnight, then heated to reflux for 1 hour and allowed to cool back to ambient temperature. The mixture was filtered and the filtrate was concentrated under reduced pressure. The crude material was purified by fl... The reactants are C(CCCCCC)(=O)O (Heptanoic acid), C1(=CC=CC=C1)O (phenol), C1(=CC=CC=C1)C (toluene), S(O)(O)(=O)=O (sulfuric acid). Run at temperature 131 celsius. The product is C(CCCCCC)(=O)OC1=CC=CC=C1 (phenyl heptanoate). RXN SMILES: [C:1]([OH:9])(=[O:8])[CH2:2][CH2:3][CH2:4][CH2:5][CH2:6][CH3:7].[C:10]1(O)[CH:15]=[CH:14][CH:13]=[CH:12][CH:11]=1.C1(C)C=CC=CC=1.S(=O)(=O)(O)O>>[C:1]([O:9][C:10]1[CH:15]=[CH:14][CH:13]=[CH:12][CH:11]=1)(=[O:8])[CH2:2][CH2:3][CH2:4][CH2:5][CH2:6][CH3:7]. Reported procedure: Heptanoic acid (180.9 g; 1.39 mol), phenol (180.69 g; 1.92 mol), toluene (216.5; 2.35 mol) and sulfuric acid (5.04 g; 0.0514 mol) were charged to a 2-liter, 3-necked round bottom flask equipped with a thermometer, a magnetic stirrer and an 8" Vigreux column equipped with a Dean-Stark trap. The reaction mixture was heated to 131° C. and maintained at that temperature for five hours to give 74 weight percent phenyl heptanoate. The reaction product was washed once with a solution of 0.08 mol Na2CO3...